From a dataset of the Open Reaction Database (ORD), a public repository of structured organic reaction records. describe an organic reaction: reactants, conditions, products, and yield Starting materials: O=Cc1cccc(C=C(Br)Br)c1, [C-]#N, CC[N+](CC)(CC)Cc1ccccc1, [Cl-], [Cl-], CC1(C)C(C=C(Cl)Cl)C1C(=O)O, [K+], O. The product is CC1(C)C(C=C(Cl)Cl)C1C(=O)OC(C#N)c1cccc(C=C(Br)Br)c1. As a reaction SMILES: [Br:1][C:2](=[CH:3][c:4]1[cH:5][c:6]([CH:7]=[O:8])[cH:9][cH:10][cH:11]1)[Br:12].[C-:13]#[N:14].[CH2:31]([N+:32]([CH2:33][CH3:34])([CH2:35][CH3:36])[CH2:37][c:38]1[cH:39][cH:40][cH:41][cH:42][cH:43]1)[CH3:44].[Cl-:16].[Cl-:30].[Cl:17][C:18](=[CH:19][CH:20]1[C:21]([CH3:26])([CH3:27])[CH:22]1[C:23](=[O:24])[OH:25])[Cl:28].[K+:15].[OH2:29]>>[Br:1][C:2](=[CH:3][c:4]1[cH:5][c:6]([CH:7]([O:8][C:23]([CH:22]2[CH:20]([CH:19]=[C:18]([Cl:17])[Cl:28])[C:21]2([CH3:26])[CH3:27])=[O:24])[C:13]#[N:14])[cH:9][cH:10][cH:11]1)[Br:12]. Reactants: N1([C@@H](C=CC1)C(=O)OC)C(=O)OC(C)(C)C ((S)-1-tert-butyl 2-methyl 1H-pyrrole-1,2(2H,5H)-dicarboxylate), C[N+]1(CCOCC1)[O-] (NMO), O1CCOCC1.O (dioxane H2O), [H-].[H-].[H-].[H-].[Li+].[Al+3] (LiAlH4). Reagents/catalysts: O=[Os](=O)(=O)=O (OsO4). The solvent is O (H2O). Conditions: time 24 hour. Product: OC[C@@H]1[C@@H]2[C@H](CN1C(=O)OC(C)(C)C)OC(O2)(C)C ((3aR,4R,6aS)-tert-butyl 4-(hydroxymethyl)-2,2-dimethyldihydro-3aH-[1,3]dioxolo[4,5-c]pyrrole-5(4H)-carboxylate). The yield is 45.0%. Reaction SMILES: [N:1]1([C:10]([O:12][C:13]([CH3:16])([CH3:15])[CH3:14])=[O:11])[CH2:5]C=C[C@H:2]1[C:6](OC)=[O:7].[CH3:17][N+]1([O-])CCOCC1.[H-].[H-].[H-].[H-].[Li+].[Al+3].[O:31]1[CH2:36][CH2:35][O:34][CH2:33][CH2:32]1.O>O.O=[Os](=O)(=O)=O>[OH:7][CH2:6][C@H:2]1[N:1]([C:10]([O:12][C:13]([CH3:16])([CH3:15])[CH3:14])=[O:11])[CH2:5][C@@H:36]2[O:31][C:33]([CH3:32])([CH3:17])[O:34][C@H:35]12 |f:2.3.4.5.6.7,8.9|. Procedure details: To a solution of (S)-1-tert-butyl 2-methyl 1H-pyrrole-1,2(2H,5H)-dicarboxylate (1.0 g, 4.5 mmol) in dioxane —H2O (4:1) was added NMO (580 mg, 4.95 mmol) and OsO4 114 mg, 0.45 mmol, 2.5 wt % in H2O) and the reaction mixture was stirred for 24 h at r.t. Quenched with 10% aqueous Na2S2O3 solution and extracted with ethyl acetate. The combined organic layers washed with brine and dried over anhydrous Na2SO4. The resultant residue was dissolved in acetone (5 mL), added catalytic amount of PPTS and di...